This data is from the Open Reaction Database (ORD), a public repository of structured organic reaction records. The task is: describe an organic reaction: reactants, conditions, products, and yield Starting materials: aldehyde, F\C(\C=O)=C/CC ((Z)-2-fluoro-2-pentenal), [Br-].[Mg+2].C#C.[Br-] (acetylene magnesium bromide), [Br-].[Mg+2].C#C.[Br-] (acetylene magnesium bromide), Cl (hydrochloric acid). The solvent is O1CCCC1 (tetrahydrofurane), O1CCCC1 (tetrahydrofurane). Reaction conditions: time 30 minute. The product is OC(C#C)/C(=C/CC)/F ((Z)-3-hydroxy-4-fluoro-4-hepten-1-yne). Reaction SMILES: [F:1]/[C:2](=[CH:5]\[CH2:6][CH3:7])/[CH:3]=[O:4].[Br-].[Mg+2].[CH:10]#[CH:11].[Br-].Cl>O1CCCC1>[OH:4][CH:3](/[C:2](/[F:1])=[CH:5]/[CH2:6][CH3:7])[C:10]#[CH:11] |f:1.2.3.4|. Procedure details: After 13.0 g of (Z)-2-fluoro-2-pentenal was dissolved in 30 ml of dry tetrahydrofurane, a tetrahydrofurane solution of acetylene magnesium bromide (the molar amount of acetylene magnesium bromide was 1.5 times that of the said aldehyde) was added to the solution dropwise while it was cooled with ice and maintained at a temperature of 10° C. or below. The mixture was stirred for 30 minutes while being cooled with ice and then stirred at 20° C. for one hour. The reaction solution was poured into i... Starting materials: COc1ccc(OC)c(C=O)c1, Nc1ccccc1S. The product is COc1ccc(OC)c(C2Nc3ccccc3S2)c1. RXN SMILES: [CH3:9][O:10][c:11]1[c:12]([CH:13]=[O:14])[cH:15][c:16]([O:19][CH3:20])[cH:17][cH:18]1.[NH2:1][c:2]1[c:3]([SH:8])[cH:4][cH:5][cH:6][cH:7]1>>[NH:1]1[c:2]2[c:3]([cH:4][cH:5][cH:6][cH:7]2)[S:8][CH:13]1[c:12]1[c:11]([O:10][CH3:9])[cH:18][cH:17][c:16]([O:19][CH3:20])[cH:15]1. Starting materials: CS(=O)(=O)C1=CC=C(C=C1)C=1C=C2C(=CN1)OC1(CC3(CCNCC3)C1)C2 (5-(4-methylsulfonyl-phenyl)-dispiro[2,3-dihydrofuro[2,3-c]pyridine-2,1′-cyclobutane-3′,4″-piperidine]), BrC1=NC=C(C=N1)C (2-bromo-5-methyl-pyrimidine). Yields the product CC=1C=NC(=NC1)N1CCC2(CC1)CC1(C2)CC=2C(=CN=C(C2)C2=CC=C(C=C2)S(=O)(=O)C)O1 (1″-(5-Methyl-pyrimidin-2-yl)-5-(4-methylsulfonyl-phenyl)-dispiro[2,3-dihydrofuro[2,3-c]pyridine-2,1′-cyclobutane-3′,4″-piperidine]). RXN SMILES: [CH3:1][S:2]([C:5]1[CH:10]=[CH:9][C:8]([C:11]2[CH:12]=[C:13]3[CH2:27][C:18]4([CH2:26][C:20]5([CH2:25][CH2:24][NH:23][CH2:22][CH2:21]5)[CH2:19]4)[O:17][C:14]3=[CH:15][N:16]=2)=[CH:7][CH:6]=1)(=[O:4])=[O:3].Br[C:29]1[N:34]=[CH:33][C:32]([CH3:35])=[CH:31][N:30]=1>>[CH3:35][C:32]1[CH:31]=[N:30][C:29]([N:23]2[CH2:22][CH2:21][C:20]3([CH2:26][C:18]4([O:17][C:14]5=[CH:15][N:16]=[C:11]([C:8]6[CH:9]=[CH:10][C:5]([S:2]([CH3:1])(=[O:4])=[O:3])=[CH:6][CH:7]=6)[CH:12]=[C:13]5[CH2:27]4)[CH2:19]3)[CH2:25][CH2:24]2)=[N:34][CH:33]=1. Reported procedure: The title compound is prepared from 5-(4-methylsulfonyl-phenyl)-dispiro[2,3-dihydrofuro[2,3-c]pyridine-2,1′-cyclobutane-3′,4″-piperidine] (HCl salt) and 2-bromo-5-methyl-pyrimidine following a procedure analogous to that described for Example 4. LC (method 1): tR=1.07 min; Mass spectrum (ESI+): m/z=477 [M+H]+. Starting materials: ON=C(C(=O)NC1=CC=C(C=C1)OC)C(C)=O (2-(hydroxyimino)--N-(4-methoxyphenyl)-3-oxobutanamide), C(C)(=O)O (acetic acid), O (Water). Reagents/catalysts: [Zn] (zinc). The solvent is C(C)(=O)OC(C)=O (acetic anhydride). Product: C(C)(=O)NC(C(=O)NC1=CC=C(C=C1)OC)C(C)=O (2-acetylamino--N-(4-methoxyphenyl)-3-oxo-butanamide). As a reaction SMILES: O[N:2]=[C:3]([C:15](=[O:17])[CH3:16])[C:4]([NH:6][C:7]1[CH:12]=[CH:11][C:10]([O:13][CH3:14])=[CH:9][CH:8]=1)=[O:5].O.[C:19](O)(=[O:21])[CH3:20]>C(OC(=O)C)(=O)C.[Zn]>[C:19]([NH:2][CH:3]([C:15](=[O:17])[CH3:16])[C:4]([NH:6][C:7]1[CH:12]=[CH:11][C:10]([O:13][CH3:14])=[CH:9][CH:8]=1)=[O:5])(=[O:21])[CH3:20]. Procedure details: To a stirred solution of 11.8 g of 2-(hydroxyimino)--N-(4-methoxyphenyl)-3-oxobutanamide in 30 ml of acetic acid and 10 ml of acetic anhydride at 20-30° C. is added 10 g of zinc dust and the mixture is stirred for 1 hcur. Water (150 ml) is added, the mixture is stirred for 2 hours and the zinc is removed by filtration. The filtrate is evaporated to dryness under reduced pressure and the residue is recrystallized from methanol to give 2-acetylamino--N-(4-methoxyphenyl)-3-oxo-butanamide. The reactants are CN(C(C)=O)CC(CSC1=CC=C(C=C1)C)CC1=CC=CC=C1 (N-methyl-N-acetyl-2-benzyl-3-(4-methylthiophenoxy)propylamine), [H-].[Al+3].[Li+].[H-].[H-].[H-] (lithium aluminum hydride), [OH-].[Na+] (sodium hydroxide), O (water), O (Water). Solvent: CCOCC (ether), CCOCC (ether). The product is CN(CC)CC(CSC1=CC=C(C=C1)C)CC1=CC=CC=C1 (N-methyl-N-ethyl-2-benzyl-3-(4-methylthiophenoxy)propylamine). RXN SMILES: [CH3:1][N:2]([CH2:6][CH:7]([CH2:17][C:18]1[CH:23]=[CH:22][CH:21]=[CH:20][CH:19]=1)[CH2:8][S:9][C:10]1[CH:15]=[CH:14][C:13]([CH3:16])=[CH:12][CH:11]=1)[C:3](=O)[CH3:4].[H-].[Al+3].[Li+].[H-].[H-].[H-].O.[OH-].[Na+]>CCOCC>[CH3:1][N:2]([CH2:6][CH:7]([CH2:17][C:18]1[CH:19]=[CH:20][CH:21]=[CH:22][CH:23]=1)[CH2:8][S:9][C:10]1[CH:11]=[CH:12][C:13]([CH3:16])=[CH:14][CH:15]=1)[CH2:3][CH3:4] |f:1.2.3.4.5.6,8.9|. Reported procedure: A solution of N-methyl-N-acetyl-2-benzyl-3-(4-methylthiophenoxy)propylamine (12.6 g) in dry ether (100 ml) is added dropwise to a stirred suspension of lithium aluminum hydride (4.0 g) in dry ether (250 ml). The reaction mixture is refluxed for 18 hours, and cooled to 0°. Water (3 ml) is added cautiously, followed by 15% sodium hydroxide (3 ml), and water (9 ml). The inorganic salts are filtered off, washed with ether (150 ml) and the combined ether solutions are dried over magnesium sulfate. Th... Starting materials: [OH-].[Na+] (sodium hydroxide), CC(=O)OCC1=C(N2[C@@H]([C@@H](C2=O)N)SC1)C(=O)O (7-aminocephalosporanic acid), [Na].[Na].C(=O)(O)CC1=NNC(=N1)S (3-carboxymethyl-1,2,4-triazole-5-thiol disodium salt), [OH-].[Na+] (sodium hydroxide), C(=O)(O)CC1=NNC(=N1)S (3-carboxymethyl-1,2,4-triazole-5-thiol). Solvent: C(C)O (ethanol). Product: NC1[C@@H]2N(C(=C(CS2)CSC2=NNC(=N2)CC(=O)O)C(=O)O)C1=O (7-Amino-3-(5-carboxymethyl-1,2,4-triazol-3-ylthiomethyl)-3-cephem-4-carboxylic acid). RXN SMILES: [OH-].[Na+].CC(O[CH2:7][C:8]1[CH2:17][S:16][C@@H:11]2[C@H:12]([NH2:15])[C:13](=[O:14])[N:10]2[C:9]=1[C:18]([OH:20])=[O:19])=O.[Na].[Na].[C:23]([CH2:26][C:27]1[N:31]=[C:30]([SH:32])[NH:29][N:28]=1)([OH:25])=[O:24].C(CC1N=C(S)NN=1)(O)=O>C(O)C>[NH2:15][CH:12]1[C:13](=[O:14])[N:10]2[C:9]([C:18]([OH:20])=[O:19])=[C:8]([CH2:7][S:32][C:30]3[N:31]=[C:27]([CH2:26][C:23]([OH:25])=[O:24])[NH:28][N:29]=3)[CH2:17][S:16][C@H:11]12 |f:0.1,3.4.5,^1:20,21|. Procedure: 10% Aqueous sodium hydroxide (8 ml.) was added to a suspension of 5.4 g. (20 mmol.) of 7-aminocephalosporanic acid and 5.5 g. (27 mmol.) of 3-carboxymethyl-1,2,4-triazole-5-thiol disodium salt, prepared by addition of a sodium hydroxide solution to a solution of 3-carboxymethyl-1,2,4-triazole-5-thiol in aqueous ethanol.